describe an organic reaction: reactants, conditions, products, and yield From a dataset of the Open Reaction Database (ORD), a public repository of structured organic reaction records. Reactants: C(C)(=O)C1=CC(=C(OCCCCCC(C#N)(C)C)C=C1O)CC (7-(4-acetyl-2-ethyl-5-hydroxyphenoxy)-2,2-dimethylheptanenitrile), [OH-].[Na+] (sodium hydroxide). Procedure details: A mixture of 500 mg of 7-(4-acetyl-2-ethyl-5-hydroxyphenoxy)-2,2-dimethylheptanenitrile in 150 ml of 5N sodium hydroxide and 50 ml of ethanol was heated at reflux overnight. The ethanol was removed by evaporation, 100 ml of water were added, and the solution was extracted with diethyl ether. The organic layer was separated, dried, and concentrated in vacuo. The residue was purified by preparative thin layer chromatography over silica gel eluting with 1:1 ethyl acetate/hexane to provide 34 mg of ... Product: C(C)(=O)C1=CC(=C(OCCCCCC(C(=O)N)(C)C)C=C1O)CC (7-(4-Acetyl-2-ethyl-5-hydroxyphenoxy)-2,2-dimethylheptanamide). RXN SMILES: [C:1]([C:4]1[C:20]([OH:21])=[CH:19][C:7]([O:8][CH2:9][CH2:10][CH2:11][CH2:12][CH2:13][C:14]([CH3:18])([CH3:17])[C:15]#[N:16])=[C:6]([CH2:22][CH3:23])[CH:5]=1)(=[O:3])[CH3:2].[OH-:24].[Na+]>C(O)C>[C:1]([C:4]1[C:20]([OH:21])=[CH:19][C:7]([O:8][CH2:9][CH2:10][CH2:11][CH2:12][CH2:13][C:14]([CH3:17])([CH3:18])[C:15]([NH2:16])=[O:24])=[C:6]([CH2:22][CH3:23])[CH:5]=1)(=[O:3])[CH3:2] |f:1.2|. The solvent is C(C)O (ethanol). Reactants: NC1=C(C(=O)NC2=CC=C(C=C2)OCC)C=CC=C1 (2-Amino-N-(4-ethoxy-phenyl)benzamide), C1=CC=CC=2C3=CC=CC=C3C(C12)COC(=O)N[C@H](C)C(=O)O (N-(9-fluorenylmethyloxycarbonyl)-D-alanine), C(Cl)Cl (CH2Cl2), CCN=C=NCCCN(C)C (EDAC), C=1C=CC2=C(C1)N=NN2O (HOBt). Conditions: time 8 hour. The product is C(C)(C)(C)OC(NC(C)C1=NC2=C(N1C1=CC=C(C=C1)OCC)C=CC=C2)=O ({1-[1-(4-Ethoxy-phenyl)-1H-benzoimidazol-2-yl]-ethyl}-carbamic acid tert-butyl ester). RXN SMILES: NC1[CH:19]=[CH:18][CH:17]=[CH:16][C:3]=1[C:4]([NH:6][C:7]1[CH:12]=[CH:11][C:10]([O:13][CH2:14][CH3:15])=[CH:9][CH:8]=1)=O.C1C2C(C[O:34][C:35](N[C@@H](C(O)=O)C)=[O:36])C3C(=CC=CC=3)C=2C=CC=1.CCN=C=N[CH2:48][CH2:49][CH2:50]N(C)C.C1C=C[C:57]2[N:62](O)N=[N:60][C:58]=2[CH:59]=1.[CH2:64](Cl)Cl>>[C:49]([O:36][C:35](=[O:34])[NH:60][CH:58]([C:57]1[N:6]([C:7]2[CH:8]=[CH:9][C:10]([O:13][CH2:14][CH3:15])=[CH:11][CH:12]=2)[C:4]2[CH:19]=[CH:18][CH:17]=[CH:16][C:3]=2[N:62]=1)[CH3:59])([CH3:50])([CH3:64])[CH3:48]. Procedure details: To a mixture of compound XX (7.68 g, 30 mmol) and N-(9-fluorenylmethyloxycarbonyl)-D-alanine (10.26 g, 33 mmol) in CH2Cl2 (150 mL), was added EDAC (8.63 g, 45 mmol) and HOBt (1.38 g, 9 mmol). After stirring at room temperature overnight, the resulting solid was filtered and washed with ethyl ether to yield compound XXI (14.50 g). 1H NMR (CDCl3) 1.37 (t, 3H, J=7.0 Hz), 1.48 (d, 3H, J=7.2 Hz), 3.89 (m, 2H), 4.26 (m, 2H), 4.45 (m, 2H), 5.50 (m, 1H), 6.76 (m, 2H), 7.17 (t, 1H, J=7.3 Hz), 7.25-7.76 (... The reactants are Br, Br, CCOC(=O)Cl, O=C([O-])[O-], C1COCCO1, [K+], [K+], Oc1ccc(N2CCNCC2)cc1. RXN SMILES: [BrH:1].[BrH:2].[C:16]([O:17][CH2:18][CH3:19])(=[O:20])[Cl:21].[C:22](=[O:23])([O-:24])[O-:25].[CH2:28]1[O:29][CH2:30][CH2:31][O:32][CH2:33]1.[K+:26].[K+:27].[N:3]1([c:9]2[cH:10][cH:11][c:12]([OH:15])[cH:13][cH:14]2)[CH2:4][CH2:5][NH:6][CH2:7][CH2:8]1>>[N:3]1([c:9]2[cH:10][cH:11][c:12]([OH:15])[cH:13][cH:14]2)[CH2:4][CH2:5][N:6]([C:16]([O:17][CH2:18][CH3:19])=[O:20])[CH2:7][CH2:8]1. Product: CCOC(=O)N1CCN(c2ccc(O)cc2)CC1. The reactants are C1CCOC1, Cl, CCC1(CC)NCC(c2cc(F)cc(F)c2)N(CC(=O)OC)C1=O, [Li+], [OH-], O. Product: Cl, CCC1(CC)NCC(c2cc(F)cc(F)c2)N(CC(=O)O)C1=O. RXN SMILES: [CH2:28]1[O:29][CH2:30][CH2:31][CH2:32]1.[ClH:27].[F:1][c:2]1[cH:3][c:4]([CH:9]2[CH2:10][NH:11][C:12]([CH2:21][CH3:22])([CH2:23][CH3:24])[C:13](=[O:20])[N:14]2[CH2:15][C:16](=[O:17])[O:18][CH3:19])[cH:5][c:6]([F:8])[cH:7]1.[Li+:26].[OH-:25].[OH2:33]>>[ClH:27].[F:1][c:2]1[cH:3][c:4]([CH:9]2[CH2:10][NH:11][C:12]([CH2:21][CH3:22])([CH2:23][CH3:24])[C:13](=[O:20])[N:14]2[CH2:15][C:16](=[O:17])[OH:18])[cH:5][c:6]([F:8])[cH:7]1. The reactants are C(C)(=O)OC(C)=O (Acetic anhydride), C1(CCC=2NC=3C=CC=CC3C21)=O (1,2,3,4-tetrahydrocyclopent[b]-indol-1-one), C(C1=CC=CC=C1)N1CCC(CC1)C=O (1-benzylpiperidine-4-carboxaldehyde), C(C)(C)[N-]C(C)C.[Li+] (lithium diisopropylamide). Run in C1CCOC1 (THF). Run at temperature -78 celsius, time 30 minute. Product: C1(=CC=CC=C1)CN1CCC(CC1)C=C1C(C2=C(NC=3C=CC=CC23)C1)=O (1,2,3,4-tetrahydro-2-[[1-(phenylmethyl)-4-piperidinyl]methylene]cyclopent[b]indol-1-one). RXN SMILES: [C:1]1(=[O:13])[C:12]2[C:11]3[CH:10]=[CH:9][CH:8]=[CH:7][C:6]=3[NH:5][C:4]=2[CH2:3][CH2:2]1.[CH2:14]([N:21]1[CH2:26][CH2:25][CH:24]([CH:27]=O)[CH2:23][CH2:22]1)[C:15]1[CH:20]=[CH:19][CH:18]=[CH:17][CH:16]=1.C([N-]C(C)C)(C)C.[Li+].C(OC(=O)C)(=O)C>C1COCC1>[C:15]1([CH2:14][N:21]2[CH2:26][CH2:25][CH:24]([CH:27]=[C:2]3[CH2:3][C:4]4[NH:5][C:6]5[CH:7]=[CH:8][CH:9]=[CH:10][C:11]=5[C:12]=4[C:1]3=[O:13])[CH2:23][CH2:22]2)[CH:20]=[CH:19][CH:18]=[CH:17][CH:16]=1 |f:2.3|. Reported procedure: To a mixture of 1,2,3,4-tetrahydrocyclopent[b]-indol-1-one (440 mg, 2.6 mmol) and 1-benzylpiperidine-4-carboxaldehyde (581 mg, 2.86 mmol) in 90 ml dry THF was added 5.4 mmol of lithium diisopropylamide at -78° C. The mixture was stirred at -78° C. for 30 minutes, then warmed up to 0° C. for 1.5 hours, and then to r.t. for 15 minutes. Acetic anhydride (0.265 g, 2.6 mmol) was added, the mixture was stirred at r.t. for 1.5 hours and quenched ammonium chloride, water and extracted with chloroform. T... Reactants: OC1=C(C=CC=C1)C(C)=O (2′-hydroxyacetophenone), C1(CCCCC1)=O (cyclohexanone), N1CCCC1 (pyrrolidine). Run in C1(=CC=CC=C1)C (toluene), CCOCC (ether). The product is C12(CCCCC1)OC1=CC=CC=C1C(C2)=O (spiro[chroman-2,1′-cyclohexan]-4-one). Reaction SMILES: [OH:1][C:2]1[CH:7]=[CH:6][CH:5]=[CH:4][C:3]=1[C:8](=[O:10])[CH3:9].[C:11]1(=O)[CH2:16][CH2:15][CH2:14][CH2:13][CH2:12]1.N1CCCC1>C1(C)C=CC=CC=1.CCOCC>[C:11]12([CH2:9][C:8](=[O:10])[C:3]3[C:2](=[CH:7][CH:6]=[CH:5][CH:4]=3)[O:1]1)[CH2:16][CH2:15][CH2:14][CH2:13][CH2:12]2. Reported procedure: A mixture of 2′-hydroxyacetophenone (Aldrich, CAS# 118-93-4, 2.72 g, 20 mmol), cyclohexanone (2.7 mL, 26.1 mmol), and pyrrolidine (1.66 mL, 19.9 mmol) was stirred in 6 mL toluene at room temperature for 1 h and at reflux (Dean-Stark trap) for 4 h. After cooling to room temperature, the mixture was diluted with ether (30 mL), washed sequentially with 2N HCl (10 mL), 2NNaOH (10 mL), and H2O (10 mL), dried over Na2SO4, and filtered. Evaporation of volatiles in vacuo afforded the crude title compoun... Reactants: CS(=O)(=O)O, CCOCC, CO, COc1cc2sc(C(=N)NO)cc2c(F)c1OC. Yields the product CS(=O)(=O)O, COc1cc2sc(C(=N)NO)cc2c(F)c1OC. RXN SMILES: [CH3:1][S:2]([OH:3])(=[O:4])=[O:5].[CH3:24][CH2:25][O:26][CH2:27][CH3:28].[CH3:29][OH:30].[F:6][c:7]1[c:8]([O:22][CH3:23])[c:9]([O:20][CH3:21])[cH:10][c:11]2[s:12][c:13]([C:16]([NH:17][OH:18])=[NH:19])[cH:14][c:15]12>>[CH3:1][S:2](=[O:3])(=[O:4])[OH:5].[F:6][c:7]1[c:8]([O:22][CH3:23])[c:9]([O:20][CH3:21])[cH:10][c:11]2[s:12][c:13]([C:16]([NH:17][OH:18])=[NH:19])[cH:14][c:15]12. Starting materials: ClC(Cl)Cl, O=C1CCC(=O)N1Cl, O=C(O)C1CCCN1, CC(CC=O)c1ccc2ncccc2c1. The product is CC(c1ccc2ncccc2c1)C(Cl)C=O. As a reaction SMILES: [CH:32]([Cl:33])([Cl:34])[Cl:35].[Cl:24][N:25]1[C:26](=[O:27])[CH2:28][CH2:29][C:30]1=[O:31].[OH:1][C:2]([CH:3]1[NH:4][CH2:5][CH2:6][CH2:7]1)=[O:8].[n:9]1[cH:10][cH:11][cH:12][c:13]2[cH:14][c:15]([CH:19]([CH2:20][CH:21]=[O:22])[CH3:23])[cH:16][cH:17][c:18]12>>[n:9]1[cH:10][cH:11][cH:12][c:13]2[cH:14][c:15]([CH:19]([CH:20]([CH:21]=[O:22])[Cl:24])[CH3:23])[cH:16][cH:17][c:18]12. The reactants are CCOC(C)=O, [O-]Cl, COc1ccnc(CSc2nc3cc(OC(F)F)ccc3[nH]2)c1OC, [Na+], [Na+], [OH-]. Yields the product COc1ccnc(CS(=O)c2nc3cc(OC(F)F)ccc3[nH]2)c1OC. As a reaction SMILES: [CH3:31][CH2:32][O:33][C:34](=[O:35])[CH3:36].[Cl:28][O-:29].[F:1][CH:2]([O:3][c:4]1[cH:5][c:6]2[c:7]([nH:8][c:9]([S:11][CH2:12][c:13]3[n:14][cH:15][cH:16][c:17]([O:21][CH3:22])[c:18]3[O:19][CH3:20])[n:10]2)[cH:23][cH:24]1)[F:25].[Na+:27].[Na+:30].[OH-:26]>>[F:1][CH:2]([O:3][c:4]1[cH:5][c:6]2[c:7]([nH:8][c:9]([S:11]([CH2:12][c:13]3[n:14][cH:15][cH:16][c:17]([O:21][CH3:22])[c:18]3[O:19][CH3:20])=[O:26])[n:10]2)[cH:23][cH:24]1)[F:25].